Dataset: the Open Reaction Database (ORD), a public repository of structured organic reaction records. Task: describe an organic reaction: reactants, conditions, products, and yield Starting materials: FC1=C(NC=2C(=CN(C(C2)=O)C)C(=O)O)C=CC(=C1)I (4-(2-Fluoro-4-iodoanilino)-1-methyl-6-oxo-1,6-dihydro-3-pyridinecarboxylic acid), C1=CN(C=N1)C(=O)N2C=CN=C2 (CDI), NC(CO)C (2-amino-1-propanol). Solvent: C1CCOC1.CN(C)C=O (THF DMF). Product: FC1=C(NC=2C(=CN(C(C2)=O)C)C(=O)NC(CO)C)C=CC(=C1)I (4-(2-fluoro-4-iodoanilino)-N-(2-hydroxy-1-methylethyl)-1-methyl-6-oxo-1,6-dihydro-3-pyridinecarboxamide). Isolated yield 40.0%. As a reaction SMILES: [F:1][C:2]1[CH:19]=[C:18]([I:20])[CH:17]=[CH:16][C:3]=1[NH:4][C:5]1[C:6]([C:13]([OH:15])=O)=[CH:7][N:8]([CH3:12])[C:9](=[O:11])[CH:10]=1.C1N=CN(C(N2C=NC=C2)=O)C=1.[NH2:33][CH:34]([CH3:37])[CH2:35][OH:36]>C1COCC1.CN(C=O)C>[F:1][C:2]1[CH:19]=[C:18]([I:20])[CH:17]=[CH:16][C:3]=1[NH:4][C:5]1[C:6]([C:13]([NH:33][CH:34]([CH3:37])[CH2:35][OH:36])=[O:15])=[CH:7][N:8]([CH3:12])[C:9](=[O:11])[CH:10]=1 |f:3.4|. Reported procedure: 4-(2-Fluoro-4-iodoanilino)-1-methyl-6-oxo-1,6-dihydro-3-pyridinecarboxylic acid and CDI were dissolved in anhydrous THF/DMF (4:1) and treated with 2-amino-1-propanol as for example 34. After workup, the residue was triturated with hexane, then dried to give 4-(2-fluoro-4-iodoanilino)-N-(2-hydroxy-1-methylethyl)-1-methyl-6-oxo-1,6-dihydro-3-pyridinecarboxamide (40%) as a cream solid; m.p. (EtOAc/Hexane) 198-202° C. 1H NMR [400 MHz, (CD3)2SO] δ 10.10 (br s, 1H), 8.26 (s, 1H), 8.08 (d, J=7.8 Hz, 1H... Reactants: CN1N=C2C(CCCC=3C2=NC(=NC3)SC)=C1C(=O)OCC (ethyl 2-methyl-9-(methylsulfanyl)-2,4,5,6-tetrahydropyrazolo[4′,3′:6,7]cyclohepta[1,2-d]pyrimidine-3-carboxylate), OOS(=O)[O-].[K+] (oxone), O (water), CCOC(=O)C (AcOEt). Run in CN(C)C=O (DMF). Conditions: time 8 hour. Yields the product CN1N=C2C(CCCC=3C2=NC(=NC3)S(=O)(=O)C)=C1C(=O)OCC (Ethyl 2-methyl-9-(methylsulfonyl)-2,4,5,6-tetrahydropyrazolo[4′,3′:6,7]cyclohepta[1,2-d]pyrimidine-3-carboxylate). Isolated yield 97.0%. Reaction SMILES: [CH3:1][N:2]1[C:17]([C:18]([O:20][CH2:21][CH3:22])=[O:19])=[C:5]2[CH2:6][CH2:7][CH2:8][C:9]3[C:10](=[N:11][C:12](SC)=[N:13][CH:14]=3)[C:4]2=[N:3]1.O[O:24][S:25]([O-:27])=O.[K+].O.[CH3:30]COC(C)=O>CN(C=O)C>[CH3:1][N:2]1[C:17]([C:18]([O:20][CH2:21][CH3:22])=[O:19])=[C:5]2[CH2:6][CH2:7][CH2:8][C:9]3[C:10](=[N:11][C:12]([S:25]([CH3:30])(=[O:27])=[O:24])=[N:13][CH:14]=3)[C:4]2=[N:3]1 |f:1.2|. Reported procedure: To a solution of ethyl 2-methyl-9-(methylsulfanyl)-2,4,5,6-tetrahydropyrazolo[4′,3′:6,7]cyclohepta[1,2-d]pyrimidine-3-carboxylate (100 mg, 0.31 mmol) in DMF (15 mL), oxone (580 mg, 0.94 mmol) was added. The mixture was stirred at room temperature overnight then water and AcOEt was added and the layers separated. The organic phase was finally dried over Na2SO4 and evaporated. The residue was triturated with Et2O and collected by filtration to give 105 mg (97% yield) of the title compound.